From a dataset of the Open Reaction Database (ORD), a public repository of structured organic reaction records. describe an organic reaction: reactants, conditions, products, and yield The reactants are CC(C)(C)OC(=O)N(CCCCCNC(=O)CCC(=O)N(CCCCC#N)OCc1ccccc1)OCc1ccccc1, ClCCl, O=C(O)C(F)(F)F. Product: N#CCCCCN(OCc1ccccc1)C(=O)CCC(=O)NCCCCCNOCc1ccccc1. Reaction SMILES: [C:8]([O:9][C:10](=[O:11])[N:15]([CH2:16][CH2:17][CH2:18][CH2:19][CH2:20][NH:21][C:22]([CH2:23][CH2:24][C:25]([N:26]([CH2:27][CH2:28][CH2:29][CH2:30][C:31]#[N:32])[O:33][CH2:34][c:35]1[cH:36][cH:37][cH:38][cH:39][cH:40]1)=[O:41])=[O:42])[O:43][CH2:44][c:45]1[cH:46][cH:47][cH:48][cH:49][cH:50]1)([CH3:12])([CH3:13])[CH3:14].[Cl:51][CH2:52][Cl:53].[OH:1][C:2]([C:3]([F:4])([F:5])[F:6])=[O:7]>>[NH:15]([CH2:16][CH2:17][CH2:18][CH2:19][CH2:20][NH:21][C:22]([CH2:23][CH2:24][C:25]([N:26]([CH2:27][CH2:28][CH2:29][CH2:30][C:31]#[N:32])[O:33][CH2:34][c:35]1[cH:36][cH:37][cH:38][cH:39][cH:40]1)=[O:41])=[O:42])[O:43][CH2:44][c:45]1[cH:46][cH:47][cH:48][cH:49][cH:50]1. Starting materials: CN(C)CCN, CS(C)=O, O=C(O)c1ccc(-c2ccnc(Cl)n2)cc1. Product: CN(C)CCNc1nccc(-c2ccc(C(=O)O)cc2)n1. As a reaction SMILES: [CH3:17][N:18]([CH3:19])[CH2:20][CH2:21][NH2:22].[CH3:23][S:24]([CH3:25])=[O:26].[Cl:1][c:2]1[n:3][cH:4][cH:5][c:6](-[c:8]2[cH:9][cH:10][c:11]([C:12](=[O:13])[OH:14])[cH:15][cH:16]2)[n:7]1>>[c:2]1([NH:22][CH2:21][CH2:20][N:18]([CH3:17])[CH3:19])[n:3][cH:4][cH:5][c:6](-[c:8]2[cH:9][cH:10][c:11]([C:12](=[O:13])[OH:14])[cH:15][cH:16]2)[n:7]1. The reactants are NC=1SC=C(C1C(=O)OCC)C=1OC=CC1 (Ethyl 2-amino-4-(2-furyl)thiophene-3-carboxylate), C(=O)N (formamide). Yields the product O1C(=CC=C1)C1=CSC=2N=CN=C(C21)O (5-(2-furyl)-4-hydroxythieno[2,3-d]pyrimidine). Reaction SMILES: [NH2:1][C:2]1[S:3][CH:4]=[C:5]([C:12]2[O:13][CH:14]=[CH:15][CH:16]=2)[C:6]=1[C:7](OCC)=[O:8].[CH:17]([NH2:19])=O>>[O:13]1[CH:14]=[CH:15][CH:16]=[C:12]1[C:5]1[C:6]2[C:7]([OH:8])=[N:19][CH:17]=[N:1][C:2]=2[S:3][CH:4]=1. Procedure: Ethyl 2-amino-4-(2-furyl)thiophene-3-carboxylate (500 mg, 2.1 mmol) in formamide (4 ml) was stirred at 180° C. for 3 hours. The precipitate obtained by cooling the reaction mixture was filtered to obtain 5-(2-furyl)-4-hydroxythieno[2,3-d]pyrimidine (330 mg, 1.5 mmol) having the following physical properties: Reactants: BrC=1C(=C(C=O)C=C(C1)F)F (3-bromo-2,5-difluorobenzaldehyde), C1CCOC1 (THF), C[Mg+].[Br-] (MeMgBr). The solvent is CCOCC (Et2O). Conditions: time 1 hour. Product: BrC=1C(=C(C(C)O)C=C(C1)F)F (3-bromo-2,5-difluoro-α-methylbenzyl alcohol). As a reaction SMILES: [Br:1][C:2]1[C:3]([F:11])=[C:4]([CH:7]=[C:8]([F:10])[CH:9]=1)[CH:5]=[O:6].[CH2:12]1COCC1.C[Mg+].[Br-]>CCOCC>[Br:1][C:2]1[C:3]([F:11])=[C:4]([CH:7]=[C:8]([F:10])[CH:9]=1)[CH:5]([OH:6])[CH3:12] |f:2.3|. Procedure details: To a stirred mixture of 13.3 g of 3-bromo-2,5-difluorobenzaldehyde and 300 mL of THF cooled to -35°/-20° under an N2 atmosphere is added 30 mL of 2.85M of MeMgBr in Et2O over 10 minutes. The cooling bath is removed and the mixture stirred 1 hour and finally poured into 1 L of ice/H2O. 10% HCl is added to bring the pH to ~2 and the mixture extracted with 3×200 ml of CH2Cl2. The CH2Cl2 extracts are washed with H2O, saturated NaHCO3, H2O (250 mL each) and stripped to furnish 14.5 g of crude 3-bromo... The reactants are C1(=CC=CC=C1)C1(CCNCC1)C1=CC=CC=C1 (4,4-diphenylpiperidine), FC1=CC=C(C(=O)CCCI)C=C1 (3-(p-fluorobenzoyl)propyl iodide), C([O-])([O-])=O.[Na+].[Na+] (sodium carbonate). Solvent: C(C)C(=O)C (methyl ethyl ketone). The product is FC1=CC=C(C(=O)CCCN2CCC(CC2)(C2=CC=CC=C2)C2=CC=CC=C2)C=C1 (1-[3-(p-fluorobenzoyl)propyl] -4,4-diphenylpiperidine). RXN SMILES: [C:1]1([C:7]2([C:13]3[CH:18]=[CH:17][CH:16]=[CH:15][CH:14]=3)[CH2:12][CH2:11][NH:10][CH2:9][CH2:8]2)[CH:6]=[CH:5][CH:4]=[CH:3][CH:2]=1.[F:19][C:20]1[CH:31]=[CH:30][C:23]([C:24]([CH2:26][CH2:27][CH2:28]I)=[O:25])=[CH:22][CH:21]=1.C(=O)([O-])[O-].[Na+].[Na+]>C(C(C)=O)C>[F:19][C:20]1[CH:21]=[CH:22][C:23]([C:24]([CH2:26][CH2:27][CH2:28][N:10]2[CH2:9][CH2:8][C:7]([C:13]3[CH:18]=[CH:17][CH:16]=[CH:15][CH:14]=3)([C:1]3[CH:2]=[CH:3][CH:4]=[CH:5][CH:6]=3)[CH2:12][CH2:11]2)=[O:25])=[CH:30][CH:31]=1 |f:2.3.4|. Procedure: 6.1 g. of 4,4-diphenylpiperidine are heated to boiling with 6.2 g. of 3-(p-fluorobenzoyl)propyl iodide and 5.3 g of anhydrous sodium carbonate in 30 cc. of methyl ethyl ketone for 8 hours while stirring. After cooling, the precipitated salt is filtered off and the filtrate is evaporated to dryness. The residue is dissolved in water and the aqueous solution is rendered alkaline by the addition of sodium hydroxide solution. The resulting base is recovered by repeated extraction with ether. The com... Starting materials: COc1ccccc1COCCCOc1ccc(C2CCN(C(=O)OC(C)(C)C)CC2OCc2ccc3c(c2)N(CCCOS(C)(=O)=O)CCC3)cc1, CN, CCO. As a reaction SMILES: [C:1]([CH3:2])([CH3:3])([CH3:4])[O:5][C:6](=[O:7])[N:8]1[CH2:9][CH:10]([O:34][CH2:35][c:36]2[cH:37][cH:38][c:39]3[c:44]([cH:45]2)[N:43]([CH2:46][CH2:47][CH2:48][O:49][S:50]([CH3:51])(=[O:52])=[O:53])[CH2:42][CH2:41][CH2:40]3)[CH:11]([c:14]2[cH:15][cH:16][c:17]([O:20][CH2:21][CH2:22][CH2:23][O:24][CH2:25][c:26]3[c:27]([O:32][CH3:33])[cH:28][cH:29][cH:30][cH:31]3)[cH:18][cH:19]2)[CH2:12][CH2:13]1.[CH3:54][NH2:55].[CH3:56][CH2:57][OH:58]>>[C:1]([CH3:2])([CH3:3])([CH3:4])[O:5][C:6](=[O:7])[N:8]1[CH2:9][CH:10]([O:34][CH2:35][c:36]2[cH:37][cH:38][c:39]3[c:44]([cH:45]2)[N:43]([CH2:46][CH2:47][CH2:48][NH:55][CH3:54])[CH2:42][CH2:41][CH2:40]3)[CH:11]([c:14]2[cH:15][cH:16][c:17]([O:20][CH2:21][CH2:22][CH2:23][O:24][CH2:25][c:26]3[c:27]([O:32][CH3:33])[cH:28][cH:29][cH:30][cH:31]3)[cH:18][cH:19]2)[CH2:12][CH2:13]1. The product is CNCCCN1CCCc2ccc(COC3CN(C(=O)OC(C)(C)C)CCC3c3ccc(OCCCOCc4ccccc4OC)cc3)cc21. The reactants are BrC1=CC=C(C=C1)[C@H](C)N1C(O[C@](CC1)(C1=CC=CC=C1)CCO)=O ((S)-3-((S)-1-(4-bromophenyl)ethyl)-6-(2-hydroxyethyl)-6-phenyl-1,3-oxazinan-2-one), CC1=NC=CC(=C1)B(O)O (2-methylpyridine-4-boronic acid). Product: OCC[C@@]1(CCN(C(O1)=O)[C@@H](C)C1=CC=C(C=C1)C1=CC(=NC=C1)C)C1=CC=CC=C1 ((S)-6-(2-hydroxyethyl)-3-((S)-1-(4-(2-methylpyridin-4-yl)phenyl)ethyl)-6-phenyl-1,3-oxazinan-2-one). RXN SMILES: Br[C:2]1[CH:7]=[CH:6][C:5]([C@@H:8]([N:10]2[CH2:15][CH2:14][C@:13]([CH2:22][CH2:23][OH:24])([C:16]3[CH:21]=[CH:20][CH:19]=[CH:18][CH:17]=3)[O:12][C:11]2=[O:25])[CH3:9])=[CH:4][CH:3]=1.[CH3:26][C:27]1[CH:32]=[C:31](B(O)O)[CH:30]=[CH:29][N:28]=1>>[OH:24][CH2:23][CH2:22][C@@:13]1([C:16]2[CH:21]=[CH:20][CH:19]=[CH:18][CH:17]=2)[O:12][C:11](=[O:25])[N:10]([C@H:8]([C:5]2[CH:6]=[CH:7][C:2]([C:31]3[CH:30]=[CH:29][N:28]=[C:27]([CH3:26])[CH:32]=3)=[CH:3][CH:4]=2)[CH3:9])[CH2:15][CH2:14]1. Procedure: The title compound was prepared from (S)-3-((S)-1-(4-bromophenyl)ethyl)-6-(2-hydroxyethyl)-6-phenyl-1,3-oxazinan-2-one and 2-methylpyridine-4-boronic acid following procedures analogous to those described in Example 1 Step 2. LC-MS Method 2 tR=0.928 min, m/z=444.4; 1H NMR (CDCl3) 1.50 (d, 3H), 2.05-2.18 (m, 2H), 2.26-2.39 (m, 6H), 2.82 (s, 3H), 2.94 (m, 1H), 3.51 (m, 1H), 3.72 (m, 1H), 5.54 (m, 1H), 7.00 (d, 2H), 7.24-7.38 (m, 7H), 7.57 (s, 1H), 7.64 (d, 1H), 8.75 (d, 1H).